This data is from the Open Reaction Database (ORD), a public repository of structured organic reaction records. The task is: describe an organic reaction: reactants, conditions, products, and yield Reaction SMILES: [Br:1][c:2]1[c:3]([C:4]#[N:5])[cH:6][cH:7][c:8]([F:10])[cH:9]1.[F-:11].[F:13][c:14]1[c:15]([B:23]2[O:24][C:25]([CH3:26])([CH3:27])[C:28]([CH3:29])([CH3:30])[O:31]2)[cH:16][c:17]([N+:20](=[O:21])[O-:22])[cH:18][cH:19]1.[K+:12].[O:32]1[CH2:33][CH2:34][CH2:35][CH2:36]1>>[c:2]1(-[c:15]2[c:14]([F:13])[cH:19][cH:18][c:17]([N+:20](=[O:21])[O-:22])[cH:16]2)[c:3]([C:4]#[N:5])[cH:6][cH:7][c:8]([F:10])[cH:9]1. Reactants: N#Cc1ccc(F)cc1Br, [F-], CC1(C)OB(c2cc([N+](=O)[O-])ccc2F)OC1(C)C, [K+], C1CCOC1. Product: N#Cc1ccc(F)cc1-c1cc([N+](=O)[O-])ccc1F.